From a dataset of the Open Reaction Database (ORD), a public repository of structured organic reaction records. describe an organic reaction: reactants, conditions, products, and yield The reactants are C(CC)[C@@H]1CC[C@H](CC1)C1CCC(CC1)=O (4-(trans-4-propylcyclohexyl)cyclohexanone), Cl (hydrochloric acid), [Mg] (magnesium), FC1=C(C=CC(=C1F)F)Br (2,3,4-trifluorobromobenzene). Run in C1CCOC1 (THF), O (water), C1CCOC1 (THF), C1CCOC1 (THF). Reaction conditions: time 3 hour. Yields the product FC1=C(C=CC(=C1F)F)C1(CCC(CC1)[C@@H]1CC[C@H](CC1)CCC)O (2,3,4-trifluoro-1-[1-hydroxy-4-(trans-4-propylcyclohexyl)cyclohexyl]benzene). Isolated yield 109.1%. RXN SMILES: [Mg].[F:2][C:3]1[C:8]([F:9])=[C:7]([F:10])[CH:6]=[CH:5][C:4]=1Br.[CH2:12]([C@H:15]1[CH2:20][CH2:19][C@H:18]([CH:21]2[CH2:26][CH2:25][C:24](=[O:27])[CH2:23][CH2:22]2)[CH2:17][CH2:16]1)[CH2:13][CH3:14].Cl>C1COCC1.O>[F:2][C:3]1[C:8]([F:9])=[C:7]([F:10])[CH:6]=[CH:5][C:4]=1[C:24]1([OH:27])[CH2:23][CH2:22][CH:21]([C@H:18]2[CH2:19][CH2:20][C@H:15]([CH2:12][CH2:13][CH3:14])[CH2:16][CH2:17]2)[CH2:26][CH2:25]1. Procedure details: Into 7.6 g of magnesium and 20 mL of THF which were stirred while water-cooling in a nitrogen atmosphere, a THF solution (200 mL) containing 60 g of 2,3,4-trifluorobromobenzene was added dropwise for 2 hours, and stirred for 3 hours. Into this, a THF solution (200 mL) containing 70 g of 4-(trans-4-propylcyclohexyl)cyclohexanone was added dropwise for 2 hours, and stirred for 2 hours. After the reaction solution was poured into 10% hydrochloric acid and stirred for a while, an organic layer was s... Starting materials: [Si](C1=CC=CC=C1)(C1=CC=CC=C1)(C(C)(C)C)OC1=CC=C2CCC(C2=C1)=O (6-tert-butyldiphenylsilyloxy-1-indanone), [BH4-].[Na+] (NaBH4), Cl (HCl). Product: [Si](C1=CC=CC=C1)(C1=CC=CC=C1)(C(C)(C)C)OC1=CC=C2CCC(C2=C1)O (6-tert-Butyldiphenylsilyloxy-1-indanol). RXN SMILES: [Si:1]([O:18][C:19]1[CH:27]=[C:26]2[C:22]([CH2:23][CH2:24][C:25]2=[O:28])=[CH:21][CH:20]=1)([C:14]([CH3:17])([CH3:16])[CH3:15])([C:8]1[CH:13]=[CH:12][CH:11]=[CH:10][CH:9]=1)[C:2]1[CH:7]=[CH:6][CH:5]=[CH:4][CH:3]=1.[BH4-].[Na+].Cl>CO>[Si:1]([O:18][C:19]1[CH:27]=[C:26]2[C:22]([CH2:23][CH2:24][CH:25]2[OH:28])=[CH:21][CH:20]=1)([C:14]([CH3:17])([CH3:16])[CH3:15])([C:8]1[CH:13]=[CH:12][CH:11]=[CH:10][CH:9]=1)[C:2]1[CH:7]=[CH:6][CH:5]=[CH:4][CH:3]=1 |f:1.2|. Solvent: CO (MeOH). Procedure: To a solution of 6-tert-butyldiphenylsilyloxy-1-indanone, as described above in Step A, (16.5 g, 42.7 mmol) in MeOH (500 mL) was added NaBH4 (3.2 g, 84.6 mmol) portionwise, over 5 min. The resulting mixture was stirred at ambient temperature for 1 hour, then cooled to 0° C. The chilled solution was adjusted to pH 4.5 with dilute aqueous HCl, then most of the MeOH was removed under reduced pressure. The residue was partitioned between saturated aqueous NaHCO3 (75 mL) and CHCl3 (150 mL). The organ... Conditions: time 5 minute. The reactants are O1CCC2=C1C=CC=C2[C@H]2[C@@H](C2)C=O ((-)-(trans)-2-(2,3-dihydrobenzofuran-4-yl)cyclopropanecarboxaldehyde), Cl.NO (hydroxylamine hydrochloride), [OH-].[Na+] (NaOH), [H-].[H-].[H-].[H-].[Li+].[Al+3] (LAH), OS(=O)(=O)O (H2SO4), trans oximes. The solvent is C1CCOC1 (THF), C1CCOC1 (THF), C(C)O.O (ethanol water). Conditions: time 18 hour. The product is O1CCC2=C1C=CC=C2[C@H]2[C@@H](C2)CN ((-)-(trans)-2-(2,3-Dihydrobenzofuran-4-yl)cyclopropanemethanamine). The yield is 70.5%. RXN SMILES: [O:1]1[C:5]2[CH:6]=[CH:7][CH:8]=[C:9]([C@@H:10]3[CH2:12][C@H:11]3[CH:13]=O)[C:4]=2[CH2:3][CH2:2]1.Cl.[NH2:16]O.[OH-].[Na+].[H-].[H-].[H-].[H-].[Li+].[Al+3].OS(O)(=O)=O>C1COCC1.C(O)C.O>[O:1]1[C:5]2[CH:6]=[CH:7][CH:8]=[C:9]([C@@H:10]3[CH2:12][C@H:11]3[CH2:13][NH2:16])[C:4]=2[CH2:3][CH2:2]1 |f:1.2,3.4,5.6.7.8.9.10,13.14|. Procedure: A mixture of (-)-(trans)-2-(2,3-dihydrobenzofuran-4-yl)cyclopropanecarboxaldehyde (1.98 g, 10.5 mmol), hydroxylamine hydrochloride (2.29 g, 33 mmol), and 30% NaOH (3.5 mL, 35 mmol), in 5:1 ethanol/water (50 mL) was heated on a steam bath for 2 h. The solution was concentrated in vacuo, and the residue mixed with water. The mixture was extracted with CH2Cl2. The organic extracts were dried and concentrated in vacuo to give a solid which NMR analysis showed to be a mixture of the cis and trans oxi... The reactants are [Cr](=O)(=O)([O-])O[Cr](=O)(=O)[O-].[Na+].[Na+] (sodium dichromate), O (water), S(=O)([O-])S(=O)[O-].[Na+].[Na+] (sodium dithionite). Yields the product [OH-].[Cr+3].[OH-].[OH-] (chromium hydroxide), S(=O)(=O)([O-])[O-].[Na+].[Na+] (sodium sulfate), ( 3 ). Reaction SMILES: S([S:4]([O-:6])=[O:5])([O-])=[O:2].[Na+:7].[Na+].[Cr:9](O[Cr]([O-])(=O)=O)([O-])(=O)=[O:10].[Na+].[Na+].[OH2:20]>>[OH-:2].[Cr+3:9].[OH-:10].[OH-:20].[S:4]([O-:6])([O-:10])(=[O:5])=[O:20].[Na+:7].[Na+:7] |f:0.1.2,3.4.5,7.8.9.10,11.12.13|. Procedure: Similarly, it is believed that sodium dithionite reacts with sodium dichromate and water to form chromium hydroxide and sodium sulfate according to equation (3): The reactants are O=C[C@H](O)[C@@H](O)[C@H](O)[C@H](O)CO (D-glucose), C(C)N (ethylamine), ClCCN=C=O (2-chloroethyl isocyanate). The product is ClCCNC(=O)N(C1[C@H](O)[C@@H](O)[C@H](O)[C@H](O1)CO)CC (1-(2-chloroethyl)-3-ethyl-3-D-glucopyranosylurea). Yield: 88.0%. Reaction SMILES: O=[CH:2][C@@H:3]([C@H:5]([C@@H:7]([C@@H:9]([CH2:11][OH:12])[OH:10])[OH:8])[OH:6])[OH:4].[CH2:13]([NH2:15])[CH3:14].[Cl:16][CH2:17][CH2:18][N:19]=[C:20]=[O:21]>>[Cl:16][CH2:17][CH2:18][NH:19][C:20]([N:15]([CH2:13][CH3:14])[CH:2]1[O:10][C@H:9]([CH2:11][OH:12])[C@@H:7]([OH:8])[C@H:5]([OH:6])[C@H:3]1[OH:4])=[O:21]. Reported procedure: 3.6 g of D-glucose, 1.1 g of ethylamine and 2.5 g of 2-chloroethyl isocyanate are treated in the same manner as described in Example 1-(1). 5.5 g of 1-(2-chloroethyl)-3-ethyl-3-D-glucopyranosylurea are thereby obtained as colorless caramel. Starting materials: [Br-], CS(C)=O, CCCCC, ClP(Cl)(Cl)(Cl)Cl, Clc1ccccc1Cl, Cl, O=C1NS(=O)(=O)c2ccc(F)cc21, [K+]. Product: O=S1(=O)N=C(Cl)c2cc(F)ccc21. RXN SMILES: [Br-:21].[CH3:31][S:32]([CH3:33])=[O:34].[CH3:35][CH2:36][CH2:37][CH2:38][CH3:39].[Cl:14][P:15]([Cl:16])([Cl:17])([Cl:18])[Cl:19].[Cl:23][c:24]1[cH:25][cH:26][cH:27][cH:28][c:29]1[Cl:30].[ClH:20].[F:1][c:2]1[cH:3][cH:4][c:5]2[c:6]([cH:13]1)[C:7](=[O:12])[NH:8][S:9]2(=[O:10])=[O:11].[K+:22]>>[F:1][c:2]1[cH:3][cH:4][c:5]2[c:6]([cH:13]1)[C:7]([Cl:14])=[N:8][S:9]2(=[O:10])=[O:11].